From a dataset of the Open Reaction Database (ORD), a public repository of structured organic reaction records. describe an organic reaction: reactants, conditions, products, and yield Reactants: ClC=1C=CC2=C(C(=NCC(=N2)NN)C2=CC=CC=C2)C1 (7-chloro-2-hydrazino-5-phenyl-3H-1,4-benzodiazepine), Cl.C(C)(=N)N (acetamidine hydrochloride), CC=1NC=CN1 (2-methylimidazole). Run in C(Cl)(Cl)Cl (chloroform). Conditions: time 24 hour. The product is NC(C)=NNC1=NC2=C(C(=NC1)C1=CC=CC=C1)C=C(C=C2)Cl (2-(α-aminoethylidene) hydrazino-7-chloro-5-phenyl-3H-1,4-benzodiazepine). Reaction SMILES: [Cl:1][C:2]1[CH:3]=[CH:4][C:5]2[N:11]=[C:10]([NH:12][NH2:13])[CH2:9][N:8]=[C:7]([C:14]3[CH:19]=[CH:18][CH:17]=[CH:16][CH:15]=3)[C:6]=2[CH:20]=1.Cl.[C:22](N)(=[NH:24])[CH3:23].CC1NC=CN=1>C(Cl)(Cl)Cl>[NH2:24][C:22](=[N:13][NH:12][C:10]1[CH2:9][N:8]=[C:7]([C:14]2[CH:19]=[CH:18][CH:17]=[CH:16][CH:15]=2)[C:6]2[CH:20]=[C:2]([Cl:1])[CH:3]=[CH:4][C:5]=2[N:11]=1)[CH3:23] |f:1.2|. Reported procedure: A mixture of 2.8 parts of 7-chloro-2-hydrazino-5-phenyl-3H-1,4-benzodiazepine, 2.8 parts of acetamidine hydrochloride, 2.5 parts of 2-methylimidazole and 100 parts by volume of chloroform is stirred at room temperature for 24 hours. The chloroform layer is washed with water, dried over sodium sulfate and the solvent is evaporated. After treating the residue with diethyl ether, the resulting crystals are subjected to extraction with hot methanol. Evaporation of the methanol gives 2-(α-aminoethyli... Reactants: Cc1oc(=O)oc1CBr, O=C([O-])[O-], CCOC(C)=O, CN(C)C=O, CC(S)C(O)(Cn1cncn1)c1ccc(F)cc1F, [K+], [K+], O. Yields the product Cc1oc(=O)oc1CSC(C)C(O)(Cn1cncn1)c1ccc(F)cc1F. As a reaction SMILES: [Br:20][CH2:21][c:22]1[o:23][c:24](=[O:28])[o:25][c:26]1[CH3:27].[C:29](=[O:30])([O-:31])[O-:32].[CH3:35][CH2:36][O:37][C:38](=[O:39])[CH3:40].[CH3:41][N:42]([CH3:43])[CH:44]=[O:45].[F:1][c:2]1[c:3]([C:9]([CH2:10][n:11]2[n:12][cH:13][n:14][cH:15]2)([CH:16]([CH3:17])[SH:18])[OH:19])[cH:4][cH:5][c:6]([F:8])[cH:7]1.[K+:33].[K+:34].[OH2:46]>>[F:1][c:2]1[c:3]([C:9]([CH2:10][n:11]2[n:12][cH:13][n:14][cH:15]2)([CH:16]([CH3:17])[S:18][CH2:21][c:22]2[o:23][c:24](=[O:28])[o:25][c:26]2[CH3:27])[OH:19])[cH:4][cH:5][c:6]([F:8])[cH:7]1. The reactants are CC1=C(N=C(O1)C1=CC=CC=C1)COC=1C=CC2=C(C=C(O2)CCCO)C1 (3-[5-(5-methyl-2-phenyl-4-oxazolylmethoxy)-2-benzofuranyl]propanol), [C-]#N.[Na+] (sodium cyanide). Product: C(#N)CCCC=1OC2=C(C1)C=C(C=C2)OCC=2N=C(OC2C)C2=CC=CC=C2 (2-(3-cyanopropyl)-5-(5-methyl-2-phenyl-4-oxazolylmethoxy)benzofuran). Yield: 80.0%. Reaction SMILES: [CH3:1][C:2]1[O:6][C:5]([C:7]2[CH:12]=[CH:11][CH:10]=[CH:9][CH:8]=2)=[N:4][C:3]=1[CH2:13][O:14][C:15]1[CH:16]=[CH:17][C:18]2[O:22][C:21]([CH2:23][CH2:24][CH2:25]O)=[CH:20][C:19]=2[CH:27]=1.[C-:28]#[N:29].[Na+]>>[C:28]([CH2:25][CH2:24][CH2:23][C:21]1[O:22][C:18]2[CH:17]=[CH:16][C:15]([O:14][CH2:13][C:3]3[N:4]=[C:5]([C:7]4[CH:12]=[CH:11][CH:10]=[CH:9][CH:8]=4)[O:6][C:2]=3[CH3:1])=[CH:27][C:19]=2[CH:20]=1)#[N:29] |f:1.2|. Reported procedure: In the same manner as in Example 13, 3-[5-(5-methyl-2-phenyl-4-oxazolylmethoxy)-2-benzofuranyl]propanol was mesylated and then reacted with sodium cyanide to yield 2-(3-cyanopropyl)-5-(5-methyl-2-phenyl-4-oxazolylmethoxy)benzofuran (yield 80%), which was then recrystallized from acetone-isopropyl ether to yield colorless prisms having a melting point of 114° to 115° C. The reactants are C(C)(=O)O[C@H]1[C@@H](O[C@@H]([C@@H]([C@@H]1OC(C)=O)OC(C)=O)COC(C)=O)OC1=NNC(=C1CC1=CC=C(C=C1)CCCCC(NC(C)(C)C(=O)O)=O)C(C)C (3-(2,3,4,6-tetra-O-acetyl-β-D-galactopyranosyloxy)-4-[(4-{4-[1-carboxy-1-(methyl)ethyl-carbamoyl]butyl}phenyl)methyl]-5-isopropyl-1H-pyrazole), CN1CCNCC1 (1-methylpiperazine), NC(C(=O)N)(C)C (2-amino-2-methylpropionamide). Procedure: The title compound was prepared in a similar manner to that described in Example 78 using 3-(2,3,4,6-tetra-O-acetyl-β-D-galactopyranosyloxy)-4-[(4-{4-[1-carboxy-1-(methyl)ethyl-carbamoyl]butyl}phenyl)methyl]-5-isopropyl-1H-pyrazole and 1-methylpiperazine instead of 3-(2,3,4,6-tetra-O-acetyl-β-D-glucopyranosyloxy)-4-{[4-(2-carboxyethoxy)-2-methyl-phenyl]methyl}-5-isopropyl-1H-pyrazole and 2-amino-2-methylpropionamide, respectively. RXN SMILES: C([O:4][C@@H:5]1[C@@H:10]([O:11]C(=O)C)[C@@H:9]([O:15]C(=O)C)[C@@H:8]([CH2:19][O:20]C(=O)C)[O:7][C@H:6]1[O:24][C:25]1[C:29]([CH2:30][C:31]2[CH:36]=[CH:35][C:34]([CH2:37][CH2:38][CH2:39][CH2:40][C:41](=[O:49])[NH:42][C:43]([C:46](O)=[O:47])([CH3:45])[CH3:44])=[CH:33][CH:32]=2)=[C:28]([CH:50]([CH3:52])[CH3:51])[NH:27][N:26]=1)(=O)C.[CH3:53][N:54]1[CH2:59][CH2:58][NH:57][CH2:56][CH2:55]1.NC(C)(C)C(N)=O>>[C@@H:6]1([O:24][C:25]2[C:29]([CH2:30][C:31]3[CH:32]=[CH:33][C:34]([CH2:37][CH2:38][CH2:39][CH2:40][C:41](=[O:49])[NH:42][C:43]([C:46]([N:57]4[CH2:58][CH2:59][N:54]([CH3:53])[CH2:55][CH2:56]4)=[O:47])([CH3:45])[CH3:44])=[CH:35][CH:36]=3)=[C:28]([CH:50]([CH3:52])[CH3:51])[NH:27][N:26]=2)[O:7][C@H:8]([CH2:19][OH:20])[C@H:9]([OH:15])[C@H:10]([OH:11])[C@H:5]1[OH:4]. The product is [C@@H]1([C@H](O)[C@@H](O)[C@@H](O)[C@H](O1)CO)OC1=NNC(=C1CC1=CC=C(C=C1)CCCCC(NC(C)(C)C(=O)N1CCN(CC1)C)=O)C(C)C (3-(β-D-Galactopyranosyloxy)-5-isopropyl-4-{[4-(4-{1-[(4-methylpiperazin-1-yl)carbonyl]-1-(methyl)ethylcarbamoyl}-butyl)phenyl]methyl}-1H-pyrazole). The reactants are CCN(Cc1ccccn1)C1CCc2cccc(OC)c2C1, CS(C)=O. Product: CCN(Cc1ccccn1)C1CCc2cccc(O)c2C1. RXN SMILES: [CH2:1]([CH3:2])[N:3]([CH2:4][c:5]1[n:6][cH:7][cH:8][cH:9][cH:10]1)[CH:11]1[CH2:12][c:13]2[c:14]([O:21][CH3:22])[cH:15][cH:16][cH:17][c:18]2[CH2:19][CH2:20]1.[CH3:23][S:24]([CH3:25])=[O:26]>>[CH2:1]([CH3:2])[N:3]([CH2:4][c:5]1[n:6][cH:7][cH:8][cH:9][cH:10]1)[CH:11]1[CH2:12][c:13]2[c:14]([OH:21])[cH:15][cH:16][cH:17][c:18]2[CH2:19][CH2:20]1. Reaction SMILES: [CH2:1]([C:3]1[CH:8]=[CH:7][C:6]([CH:9]2[CH2:14][NH:13][CH2:12][CH:11]([C:15]([NH:17][C:18]3[CH:23]=[CH:22][CH:21]=[CH:20][CH:19]=3)=[O:16])[CH2:10]2)=[CH:5][CH:4]=1)[CH3:2].[O:24]1[CH2:29][CH2:28][CH:27]([C:30](Cl)=[O:31])[CH2:26][CH2:25]1>>[CH2:1]([C:3]1[CH:4]=[CH:5][C:6]([CH:9]2[CH2:14][N:13]([C:30]([CH:27]3[CH2:28][CH2:29][O:24][CH2:25][CH2:26]3)=[O:31])[CH2:12][CH:11]([C:15]([NH:17][C:18]3[CH:19]=[CH:20][CH:21]=[CH:22][CH:23]=3)=[O:16])[CH2:10]2)=[CH:7][CH:8]=1)[CH3:2]. Yields the product C(C)C1=CC=C(C=C1)C1CC(CN(C1)C(=O)C1CCOCC1)C(=O)NC1=CC=CC=C1 (5-(4-Ethylphenyl)-N-phenyl-1-(tetrahydro-2H-pyran-4-ylcarbonyl)piperidine-3-carboxamide). Starting materials: C(C)C1=CC=C(C=C1)C1CC(CNC1)C(=O)NC1=CC=CC=C1 (5-(4-ethylphenyl)-N-phenylpiperidine-3-carboxamide), O1CCC(CC1)C(=O)Cl (tetrahydro-2H-pyran-4-carbonyl chloride). Procedure details: 62 mg (0.18 mmol) of 5-(4-ethylphenyl)-N-phenylpiperidine-3-carboxamide (Example 17A) and 41 mg (0.27 mmol, 1.5 eq.) of tetrahydro-2H-pyran-4-carbonyl chloride were reacted according to General Method 2. Yield: 67 mg (88% of theory)